Dataset: the Open Reaction Database (ORD), a public repository of structured organic reaction records. Task: describe an organic reaction: reactants, conditions, products, and yield Reactants: C(C1=CC=CC=C1)NC1=C(C=NC(=C1)Cl)CC(=O)N (4-(benzylamino)-6-chloropyridine-3-carboxyamide), C(Cl)Cl (methylene chloride), CC(C)([O-])C.[Na+] (sodium tert-butoxide), O1CCN(CC1)CC1=CC=C(N)C=C1 (4-(morpholinomethyl)aniline), C(C1=CC=CC=C1)NC1=C(C=NC(=C1)Cl)CC(=O)N (4-(benzylamino)-6-chloropyridine-3-carboxyamide). Reagents/catalysts: C1(=CC=CC=C1)P([C-]1C=CC=C1)C1=CC=CC=C1.[C-]1(C=CC=C1)P(C1=CC=CC=C1)C1=CC=CC=C1.[Fe+2] (1,1′-bis (diphenylphosphino)ferrocene), C1=CC=C(C=C1)P([C-]2C=CC=C2)C3=CC=CC=C3.C1=CC=C(C=C1)P([C-]2C=CC=C2)C3=CC=CC=C3.Cl[Pd]Cl.[Fe+2] ([1,1′-bis(diphenylphosphino)ferrocene]dichloropalladium). Run in O1CCOCC1 (1,4-dioxane). Run at temperature 100 celsius, time 3 hour. The product is C(C1=CC=CC=C1)NC1=C(C=NC(=C1)NC1=CC=C(C=C1)CN1CCOCC1)CC(=O)N (4-(benzylamino)-6-{[4-(morpholinomethyl)phenyl]amino}pyridine-3-carboxyamide). Yield: 28.8%. Reaction SMILES: [CH2:1]([NH:8][C:9]1[CH:14]=[C:13](Cl)[N:12]=[CH:11][C:10]=1[CH2:16][C:17]([NH2:19])=[O:18])[C:2]1[CH:7]=[CH:6][CH:5]=[CH:4][CH:3]=1.C(Cl)Cl.CC(C)([O-])C.[Na+].[O:29]1[CH2:34][CH2:33][N:32]([CH2:35][C:36]2[CH:42]=[CH:41][C:39]([NH2:40])=[CH:38][CH:37]=2)[CH2:31][CH2:30]1>C1C=CC(P(C2C=CC=CC=2)[C-]2C=CC=C2)=CC=1.C1C=CC(P(C2C=CC=CC=2)[C-]2C=CC=C2)=CC=1.Cl[Pd]Cl.[Fe+2].C1(P(C2C=CC=CC=2)[C-]2C=CC=C2)C=CC=CC=1.[C-]1(P(C2C=CC=CC=2)C2C=CC=CC=2)C=CC=C1.[Fe+2].O1CCOCC1>[CH2:1]([NH:8][C:9]1[CH:14]=[C:13]([NH:40][C:39]2[CH:38]=[CH:37][C:36]([CH2:35][N:32]3[CH2:31][CH2:30][O:29][CH2:34][CH2:33]3)=[CH:42][CH:41]=2)[N:12]=[CH:11][C:10]=1[CH2:16][C:17]([NH2:19])=[O:18])[C:2]1[CH:7]=[CH:6][CH:5]=[CH:4][CH:3]=1 |f:2.3,5.6.7.8,9.10.11|. Procedure details: 20 mg of 4-(benzylamino)-6-chloropyridine-3-carboxyamide (the compound of Example 1), 3.1 mg of [1,1′-bis(diphenylphosphino)ferrocene]dichloropalladium (II).methylene chloride adduct, 6.3 mg of 1,1′-bis (diphenylphosphino)ferrocene and 7.3 mg of sodium tert-butoxide were added to 1 mL of 1,4-dioxane, to which 18 mg of 4-(morpholinomethyl)aniline was added in an argon atmosphere, and stirred at 100° C. for 3 hours. The solvent was evaporated, and the residue was purified by silica gel thin layer ... Product: NCCCCC(CCC(=O)OCC)CCCC=1C=NC=CC1 (ethyl 8-amino-4-[3-(3-pyridyl)propyl]-octanoate). RXN SMILES: [C:1]([CH2:3][CH2:4][CH2:5][CH:6]([CH2:14][CH:15]=[CH:16][C:17]1[CH:18]=[N:19][CH:20]=[CH:21][CH:22]=1)[CH2:7][CH2:8][C:9]([O:11][CH2:12][CH3:13])=[O:10])#[N:2].[H][H]>N.C1(C)C=CC=CC=1.[Rh]>[NH2:2][CH2:1][CH2:3][CH2:4][CH2:5][CH:6]([CH2:14][CH2:15][CH2:16][C:17]1[CH:18]=[N:19][CH:20]=[CH:21][CH:22]=1)[CH2:7][CH2:8][C:9]([O:11][CH2:12][CH3:13])=[O:10]. The reactants are C(#N)CCCC(CCC(=O)OCC)CC=CC=1C=NC=CC1 (ethyl 4-(3-cyanopropyl)-7-(3-pyridyl)-6-heptenoate), [H][H] (hydrogen), nitrile. Solvent: N (ammonia), N (ammonia), C1(=CC=CC=C1)C (toluene). Reagents/catalysts: [Rh] (rhodium on carbon). Procedure details: A solution of 125 g of ethyl 4-(3-cyanopropyl)-7-(3-pyridyl)-6-heptenoate in 825 ml of 9.53% ethanolic ammonia is added to a slurry of 62.5 g of 5% rhodium on carbon (50% water wet) in 300 ml of 9.53% ethanolic ammonia. The mixture is hydrogenated at about 3 atmospheres pressure (50 psi=3.45 bar) until theoretical uptake of hydrogen (4 moles) for saturation of the nitrile and double bond is obtained (about 12 h). The catalyst is then filtered off, washed with methylene chloride and ethanol, and ... The reactants are [N+](=O)([O-])C1=CC2=C(N=C(S2)C=2C=CC(=NC2)N2CCN(CC2)C(=O)OC(C)(C)C)C=C1 (tert-butyl 4-[5-(6-nitro-1,3-benzothiazol-2-yl)pyridin-2-yl]piperazine-1-carboxylate), C(=O)(C(F)(F)F)O (TFA), CO (methanol). Solvent: C(Cl)Cl (DCM). Conditions: temperature 70 celsius. Product: FC(C(=O)O)(F)F.CN1CCN(CC1)C1=CC=C(C=N1)C=1SC2=C(N1)C=CC(=C2)[N+](=O)[O-] (2-[6-(4-methylpiperazin-1-yl)pyridin-3-yl]-6-nitro-1,3-benzothiazole trifluoroacetate). RXN SMILES: [N+:1]([C:4]1[CH:31]=[CH:30][C:7]2[N:8]=[C:9]([C:11]3[CH:12]=[CH:13][C:14]([N:17]4[CH2:22][CH2:21][N:20]([C:23](OC(C)(C)C)=O)[CH2:19][CH2:18]4)=[N:15][CH:16]=3)[S:10][C:6]=2[CH:5]=1)([O-:3])=[O:2].[C:32]([OH:38])([C:34]([F:37])([F:36])[F:35])=[O:33].CO>C(Cl)Cl>[F:35][C:34]([F:37])([F:36])[C:32]([OH:38])=[O:33].[CH3:23][N:20]1[CH2:19][CH2:18][N:17]([C:14]2[N:15]=[CH:16][C:11]([C:9]3[S:10][C:6]4[CH:5]=[C:4]([N+:1]([O-:3])=[O:2])[CH:31]=[CH:30][C:7]=4[N:8]=3)=[CH:12][CH:13]=2)[CH2:22][CH2:21]1 |f:4.5|. Procedure: To tert-butyl 4-[5-(6-nitro-1,3-benzothiazol-2-yl)pyridin-2-yl]piperazine-1-carboxylate (0.29 g) in DCM (15 mL) was added TFA (1.5 mL) before stirring o.n. at r.t. The solvent was thereafter removed by blowing with nitrogen and the residue, crude 6-nitro-2-(6-piperazin-1-ylpyridin-3-yl)-1,3-benzothiazole (MS m/z [M+H] 342.), was used directly in the next step. To this residue in methanol (3 mL), was added formaldehyde (37% aq., 0.25 mL) and sodium cyanoborohydride (74 mg), followed by heating at... The reactants are BrC=1C=C2C(=NC1)C=CN2OC(C)C2=C(C(=CC=C2Cl)F)Cl (6-bromo-1-[1-(2,6-dichloro-3-fluorophenyl)ethoxy]-1H-pyrrolo[3,2-b]pyridine), OCC=1C=C(C=CC1)B(O)O ([3-(hydroxymethyl)phenyl]boronic acid). The product is ClC1=C(C(=CC=C1F)Cl)C(C)ON1C=CC2=NC=C(C=C21)C=2C=C(C=CC2)CO ((3-{1-[1-(2,6-dichloro-3-fluorophenyl)ethoxy]-1H-pyrrolo[3,2-b]pyridin-6-yl}phenyl)Methanol). RXN SMILES: Br[C:2]1[CH:3]=[C:4]2[N:10]([O:11][CH:12]([C:14]3[C:19]([Cl:20])=[CH:18][CH:17]=[C:16]([F:21])[C:15]=3[Cl:22])[CH3:13])[CH:9]=[CH:8][C:5]2=[N:6][CH:7]=1.[OH:23][CH2:24][C:25]1[CH:26]=[C:27](B(O)O)[CH:28]=[CH:29][CH:30]=1>>[Cl:22][C:15]1[C:16]([F:21])=[CH:17][CH:18]=[C:19]([Cl:20])[C:14]=1[CH:12]([O:11][N:10]1[C:4]2[C:5](=[N:6][CH:7]=[C:2]([C:29]3[CH:30]=[C:25]([CH2:24][OH:23])[CH:26]=[CH:27][CH:28]=3)[CH:3]=2)[CH:8]=[CH:9]1)[CH3:13]. Procedure details: The entitled compound was prepared from 6-bromo-1-[1-(2,6-dichloro-3-fluorophenyl)ethoxy]-1H-pyrrolo[3,2-b]pyridine and [3-(hydroxymethyl)phenyl]boronic acid according to the procedure described in example 4. Starting materials: CCP(=O)(O)c1cc(Oc2ncc(C(F)(F)F)cc2Cl)ccc1[N+](=O)[O-], CC(C)(C)C(=O)SCCl. Yields the product CCP(=O)(OCSC(=O)C(C)(C)C)c1cc(Oc2ncc(C(F)(F)F)cc2Cl)ccc1[N+](=O)[O-]. Reaction SMILES: [CH2:1]([CH3:2])[P:3]([OH:4])(=[O:5])[c:6]1[c:7]([N+:24](=[O:25])[O-:26])[cH:8][cH:9][c:10]([O:12][c:13]2[n:14][cH:15][c:16]([C:20]([F:21])([F:22])[F:23])[cH:17][c:18]2[Cl:19])[cH:11]1.[CH3:27][C:28]([C:29]([S:30][CH2:31][Cl:32])=[O:33])([CH3:34])[CH3:35]>>[CH2:1]([CH3:2])[P:3](=[O:4])([O:5][CH2:31][S:30][C:29]([C:28]([CH3:27])([CH3:34])[CH3:35])=[O:33])[c:6]1[c:7]([N+:24](=[O:25])[O-:26])[cH:8][cH:9][c:10]([O:12][c:13]2[n:14][cH:15][c:16]([C:20]([F:21])([F:22])[F:23])[cH:17][c:18]2[Cl:19])[cH:11]1. Reactants: FC1=C(C[C@H](CC2=NN=C3C=4N(CCN32)N=C(N4)C(F)(F)F)N)C=C(C(=C1)F)F ({(1R)-1-(2,4,5-trifluorobenzyl)-2-[9-(trifluoromethyl)-5,6-dihydrobis[1,2,4]triazolo[1,5-a:3′,4′-c]pyrazin-3-yl]ethyl}amine), Cl (HCl). Solvent: O1CCOCC1 (dioxane). Reaction conditions: time 1 hour. The product is Cl.FC1=C(C[C@H](CC2=NN=C3C=4N(CCN32)N=C(N4)C(F)(F)F)N)C=C(C(=C1)F)F ({(1R)-1-(2,4,5-Trifluorobenzyl)-2-[9-(trifluoromethyl)-5,6-dihydrobis[1,2,4]triazolo[1,5-a:3′,4′-c]pyrazin-3-yl]ethyl}amine hydrochloride). RXN SMILES: [F:1][C:2]1[CH:27]=[C:26]([F:28])[C:25]([F:29])=[CH:24][C:3]=1[CH2:4][C@@H:5]([NH2:23])[CH2:6][C:7]1[N:15]2[C:10]([C:11]3[N:12]([N:16]=[C:17]([C:19]([F:22])([F:21])[F:20])[N:18]=3)[CH2:13][CH2:14]2)=[N:9][N:8]=1.[ClH:30]>O1CCOCC1>[ClH:30].[F:1][C:2]1[CH:27]=[C:26]([F:28])[C:25]([F:29])=[CH:24][C:3]=1[CH2:4][C@@H:5]([NH2:23])[CH2:6][C:7]1[N:15]2[C:10]([C:11]3[N:12]([N:16]=[C:17]([C:19]([F:22])([F:21])[F:20])[N:18]=3)[CH2:13][CH2:14]2)=[N:9][N:8]=1 |f:3.4|. Procedure: The {(1R)-1-(2,4,5-trifluorobenzyl)-2-[9-(trifluoromethyl)-5,6-dihydrobis[1,2,4]triazolo[1,5-a:3′,4′-c]pyrazin-3-yl]ethyl}amine (free base) from Step A was treated an excess of 4M HCl in anhydrous dioxane, and the mixture was stirred at room temperature for 1 h. The residue obtained upon concentration of the reaction mixture was washed with ether and dried to afford the title compound as a white solid. LC-MS 418 (M+1). Starting materials: NC1=C(C(=O)N)C=C(C=C1)Br (2-amino-5-bromobenzamide), C(=O)(OC(C)(C)C)N1CCC(CC1)=O (1-Boc-4-piperidone), S(O)(O)(=O)=O (sulfuric acid). Run in C(C)(=O)O (acetic acid), C(C)OCC (diethyl ether), C(C)(=O)O (acetic acid). Reaction conditions: time 8 hour. Yields the product BrC=1C=C2C(NC3(NC2=CC1)CCNCC3)=O (6′-bromospiro-[piperidine-4,2′(1′H)-quinazolin]-4′-(3′H)-one). Reaction SMILES: [NH2:1][C:2]1[CH:10]=[CH:9][C:8]([Br:11])=[CH:7][C:3]=1[C:4]([NH2:6])=[O:5].C([N:19]1[CH2:24][CH2:23][C:22](=O)[CH2:21][CH2:20]1)(OC(C)(C)C)=O.S(=O)(=O)(O)O>C(O)(=O)C.C(OCC)C>[Br:11][C:8]1[CH:7]=[C:3]2[C:2](=[CH:10][CH:9]=1)[NH:1][C:22]1([CH2:23][CH2:24][NH:19][CH2:20][CH2:21]1)[NH:6][C:4]2=[O:5]. Reported procedure: A mixture of 33 mg (0.15 mmol) of 2-amino-5-bromobenzamide and 30 mg (0.15 mmol) of 1-Boc-4-piperidone in 400 μL of acetic acid containing 10 μL of sulfuric acid is stirred overnight at room temperature. The reaction mixture is diluted with diethyl ether. The yellow precipitate is collected by filtration, washed with excess ether, and dried under vacuum to give 55 mg (0.15 mmol) of the acetic acid salt of 6′-bromospiro-[piperidine-4,2′(1′H)-quinazolin]-4′-(3′H)-one. MS m/z: 297.0 (M+H)+, 319.0 (...